Dataset: the Open Reaction Database (ORD), a public repository of structured organic reaction records. Task: describe an organic reaction: reactants, conditions, products, and yield The reactants are Cc1ccc(-c2ccc3c(c2)C=C(C(=O)OC(C)(C)C)CCN3C)cc1, CCOC(C)=O, Cl. Yields the product Cc1ccc(-c2ccc3c(c2)C=C(C(=O)O)CCN3C)cc1, Cl. As a reaction SMILES: [CH3:1][N:2]1[CH2:3][CH2:4][C:5]([C:20](=[O:21])[O:22][C:23]([CH3:24])([CH3:25])[CH3:26])=[CH:6][c:7]2[c:8]1[cH:9][cH:10][c:11](-[c:13]1[cH:14][cH:15][c:16]([CH3:19])[cH:17][cH:18]1)[cH:12]2.[CH3:28][CH2:29][O:30][C:31](=[O:32])[CH3:33].[ClH:27]>>[CH3:1][N:2]1[CH2:3][CH2:4][C:5]([C:20](=[O:21])[OH:22])=[CH:6][c:7]2[c:8]1[cH:9][cH:10][c:11](-[c:13]1[cH:14][cH:15][c:16]([CH3:19])[cH:17][cH:18]1)[cH:12]2.[ClH:27]. Starting materials: ClC(C(=O)OCC)=O (Ethyl chlorooxoacetate), ClC1=CC=C(C=C1)NC(=S)NC(C(C)(C)C)C (1-(4-chloro-phenyl)-3-(1,2,2-trimethylpropyl)-thiourea). Run in ClCCl (dichloromethane). Run at time 8 hour. Yields the product ClC1=CC=C(C=C1)N1C(N(C(C1=O)=O)C(C(C)(C)C)C)=S (1-(4-chloro-phenyl)-2-thioxo-3-(1,2,2-trimethyl-propyl)-imidazolidine-4,5-dione). Yield: 59.6%. As a reaction SMILES: Cl[C:2](=[O:8])[C:3]([O:5]CC)=O.[Cl:9][C:10]1[CH:15]=[CH:14][C:13]([NH:16][C:17]([NH:19][CH:20]([CH3:25])[C:21]([CH3:24])([CH3:23])[CH3:22])=[S:18])=[CH:12][CH:11]=1>ClCCl>[Cl:9][C:10]1[CH:11]=[CH:12][C:13]([N:16]2[C:2](=[O:8])[C:3](=[O:5])[N:19]([CH:20]([CH3:25])[C:21]([CH3:23])([CH3:22])[CH3:24])[C:17]2=[S:18])=[CH:14][CH:15]=1. Procedure: Ethyl chlorooxoacetate (0.62 mL, 5.60 mmol) was added to a stirring solution of the above thiourea (1.00 g, 3.72 mmol) in dichloromethane (15 mL) and the resulting mixture was stirred overnight at room temperature. Concentration, trituration of the residue with diethyl ether, and recrystallization from boiling methanol afforded 0.72 g (60%) of 1-(4-chloro-phenyl)-2-thioxo-3-(1,2,2-trimethyl-propyl)-imidazolidine-4,5-dione as a yellow solid: mp 198.8–199.5° C.; 1H NMR (DMSO-d6): δ 7.61 (d, 2H), 7... Starting materials: O (water), [OH-].[Na+] (sodium hydroxide), ClC1=CC=C(C=C1)S(=O)(=O)NCCCCCCCCC#N (9-(4-Chlorobenzenesulphonamido)nonanenitrile). Solvent: C(C)O (ethanol). Yields the product ClC1=CC=C(C=C1)S(=O)(=O)NCCCCCCCCC(=O)O (9-(4-Chlorobenzenesulphonamido)nonanoic Acid). Reaction SMILES: [Cl:1][C:2]1[CH:7]=[CH:6][C:5]([S:8]([NH:11][CH2:12][CH2:13][CH2:14][CH2:15][CH2:16][CH2:17][CH2:18][CH2:19][C:20]#N)(=[O:10])=[O:9])=[CH:4][CH:3]=1.[OH2:22].[OH-:23].[Na+]>C(O)C>[Cl:1][C:2]1[CH:7]=[CH:6][C:5]([S:8]([NH:11][CH2:12][CH2:13][CH2:14][CH2:15][CH2:16][CH2:17][CH2:18][CH2:19][C:20]([OH:23])=[O:22])(=[O:10])=[O:9])=[CH:4][CH:3]=1 |f:2.3|. Reported procedure: 9-(4-Chlorobenzenesulphonamido)nonanenitrile (0.7 g) was dissolved in ethanol (50 ml) and water (10 ml) containing sodium hydroxide (1.5 g). The mixture was refluxed for 20 hours then the solvent was removed. The residue was dissolved in water and treated with hydrochloric acid to give a white precipitate. This was collected by filtration and recrystallised from ethanol-water to give the title compound (0.56 g) m.p. 121°-123° C. Reactants: C(CCCCCCCCC=C)(=O)N1CCOCC1 (10-undecenoylmorpholine), SCC(=O)O (mercaptoacetic acid). Run at temperature 60 celsius. Product: C(=O)(O)CSCCCCCCCCCCC(=O)N1CCOCC1 (11-(carboxymethylthio)undecanoylmorpholine). As a reaction SMILES: [C:1]([N:13]1[CH2:18][CH2:17][O:16][CH2:15][CH2:14]1)(=[O:12])[CH2:2][CH2:3][CH2:4][CH2:5][CH2:6][CH2:7][CH2:8][CH2:9][CH:10]=[CH2:11].[SH:19][CH2:20][C:21]([OH:23])=[O:22]>>[C:21]([CH2:20][S:19][CH2:11][CH2:10][CH2:9][CH2:8][CH2:7][CH2:6][CH2:5][CH2:4][CH2:3][CH2:2][C:1]([N:13]1[CH2:14][CH2:15][O:16][CH2:17][CH2:18]1)=[O:12])([OH:23])=[O:22]. Reported procedure: 5 g (.02 mole) of 10-undecenoylmorpholine and 2.3 g (.025 mole) of mercaptoacetic acid were placed in a flask equipped with stirring bar. The temperature was raised to 60° C and maintained there for two hours with stirring. The excess mercaptoacetic acid was removed by distillation at reduced pressure and water washings. Reactants: CN1CCNCC1, COc1ccccc1, [Cl-], [Cl-], [Cl-], [Cl-], CCOC(=O)c1c(Nc2ccc(OC)cc2N)sc2ccccc12, [Ti+4]. Product: COc1ccc2c(c1)N=C(N1CCN(C)CC1)c1c(sc3ccccc13)N2. As a reaction SMILES: [CH3:25][N:26]1[CH2:27][CH2:28][NH:29][CH2:30][CH2:31]1.[CH3:32][O:33][c:34]1[cH:35][cH:36][cH:37][cH:38][cH:39]1.[Cl-:40].[Cl-:41].[Cl-:42].[Cl-:43].[NH2:1][c:2]1[c:3]([NH:4][c:5]2[c:6]([C:14]([O:15][CH2:16][CH3:17])=[O:18])[c:7]3[c:8]([s:9]2)[cH:10][cH:11][cH:12][cH:13]3)[cH:19][cH:20][c:21]([O:23][CH3:24])[cH:22]1.[Ti+4:44]>>[N:1]1=[C:14]([N:29]2[CH2:28][CH2:27][N:26]([CH3:25])[CH2:31][CH2:30]2)[c:6]2[c:5]([s:9][c:8]3[c:7]2[cH:13][cH:12][cH:11][cH:10]3)[NH:4][c:3]2[c:2]1[cH:22][c:21]([O:23][CH3:24])[cH:20][cH:19]2. Reactants: O.O.O.[F-].C(CCC)[N+](CCCC)(CCCC)CCCC (tetrabutylammonium fluoride trihydrate), ice water, FC(F)(F)[Si](C)(C)C (Trifluoromethyltrimethylsilane), ClC1=C(C=C(C=C1)OC)C(C(=O)C=1C=CC2=C(N(C(O2)=O)C)C1)C (5-[2-(2-Chloro-5-methoxy-phenyl)-propionyl]-3-methyl-3H-benzooxazol-2-one). Run in C1CCOC1 (THF). Reaction conditions: time 72 hour. Product: ClC1=C(C=C(C=C1)OC)C(C(C(F)(F)F)(O)C=1C=CC2=C(N(C(O2)=O)C)C1)C (5-[2-(2-Chloro-5-methoxy-phenyl)-1-hydroxy-1-trifluoromethyl-propyl]-3-methyl-3H-benzooxazol-2-one), foam. Yield: 14.0%. As a reaction SMILES: [F:1][C:2]([Si](C)(C)C)([F:4])[F:3].[Cl:9][C:10]1[CH:15]=[CH:14][C:13]([O:16][CH3:17])=[CH:12][C:11]=1[CH:18]([CH3:32])[C:19]([C:21]1[CH:22]=[CH:23][C:24]2[O:28][C:27](=[O:29])[N:26]([CH3:30])[C:25]=2[CH:31]=1)=[O:20].O.O.O.[F-].C([N+](CCCC)(CCCC)CCCC)CCC>C1COCC1>[Cl:9][C:10]1[CH:15]=[CH:14][C:13]([O:16][CH3:17])=[CH:12][C:11]=1[CH:18]([CH3:32])[C:19]([C:21]1[CH:22]=[CH:23][C:24]2[O:28][C:27](=[O:29])[N:26]([CH3:30])[C:25]=2[CH:31]=1)([OH:20])[C:2]([F:4])([F:3])[F:1] |f:2.3.4.5.6|. Reported procedure: Trifluoromethyltrimethylsilane (2M in THF, 0.80 mL) was added at 0° C. to a solution of 5-[2-(2-chloro-5-methoxy-phenyl)-propionyl]-3-methyl-3H-benzooxazol-2-one (312 mg, obtained in Example 192, step 2) in THF (20 mL) followed by the addition of tetrabutylammonium fluoride trihydrate (253 mg). Stirring was continued for 72 hours at r.t. The reaction mixture was poured into ice/water and extracted two times with ethyl acetate. The combined organic layers were washed with brine, dried over Na2SO4... Reported procedure: The title compound was prepared as described in Example 51A, substituting 1-propyl-4-(4,4,5,5-tetramethyl-1,3,2-dioxaborolan-2-yl)-1H-pyrazole for 1-isobutyl-4-(4,4,5,5-tetramethyl-1,3,2-dioxaborolan-2-yl)-1H-pyrazole and 1-(4-bromophenyl)-3-(imidazo[1,2-a]pyridin-7-ylmethyl)urea for 4-bromoaniline. 1H NMR (300 MHz, DMSO-d6) δ 8.62 (s, 1H), 8.48 (dd, J=6.9, 0.9 Hz, 1H), 8.04 (d, J=0.8 Hz, 1H), 7.90-7.86 (m, 1H), 7.76 (d, J=0.8 Hz, 1H), 7.51 (d, J=1.2 Hz, 1H), 7.46-7.35 (m, 5H), 6.84 (dd, J=7.0, ... Product: N=1C=CN2C1C=C(C=C2)CNC(=O)NC2=CC=C(C=C2)C=2C=NN(C2)CCC (1-(imidazo[1,2-a]pyridin-7-ylmethyl)-3-[4-(1-propyl-1H-pyrazol-4-yl)phenyl]urea). RXN SMILES: [CH2:1]([N:5]1[CH:9]=[C:8](B2OC(C)(C)C(C)(C)O2)[CH:7]=[N:6]1)[CH:2]([CH3:4])C.Br[C:20]1[CH:25]=[CH:24][C:23]([NH:26][C:27]([NH:29][CH2:30][C:31]2[CH:36]=[CH:35][N:34]3[CH:37]=[CH:38][N:39]=[C:33]3[CH:32]=2)=[O:28])=[CH:22][CH:21]=1.BrC1C=CC(N)=CC=1>>[N:39]1[CH:38]=[CH:37][N:34]2[CH:35]=[CH:36][C:31]([CH2:30][NH:29][C:27]([NH:26][C:23]3[CH:24]=[CH:25][C:20]([C:8]4[CH:7]=[N:6][N:5]([CH2:1][CH2:2][CH3:4])[CH:9]=4)=[CH:21][CH:22]=3)=[O:28])=[CH:32][C:33]=12. Reactants: C(C(C)C)N1N=CC(=C1)B1OC(C(O1)(C)C)(C)C (1-isobutyl-4-(4,4,5,5-tetramethyl-1,3,2-dioxaborolan-2-yl)-1H-pyrazole), BrC1=CC=C(C=C1)NC(=O)NCC1=CC=2N(C=C1)C=CN2 (1-(4-bromophenyl)-3-(imidazo[1,2-a]pyridin-7-ylmethyl)urea), BrC1=CC=C(N)C=C1 (4-bromoaniline). The reactants are CN1C(=CC=C1)CC#N (1-methylpyrrole-2-acetonitrile), C1(=CC=C(C=C1)C(=O)Cl)C (p-toluoyl chloride). The solvent is ClC1=C(C=CC=C1)Cl (o-dichlorobenzene). Yields the product CN1C(=CC=C1C(=O)C1=CC=C(C=C1)C)CC#N (1-methyl-5-(p-toluoyl)-pyrrole-2-acetonitrile). The yield is 39.0%. RXN SMILES: [CH3:1][N:2]1[CH:6]=[CH:5][CH:4]=[C:3]1[CH2:7][C:8]#[N:9].[C:10]1([CH3:19])[CH:15]=[CH:14][C:13]([C:16](Cl)=[O:17])=[CH:12][CH:11]=1>ClC1C=CC=CC=1Cl>[CH3:1][N:2]1[C:6]([C:16]([C:13]2[CH:14]=[CH:15][C:10]([CH3:19])=[CH:11][CH:12]=2)=[O:17])=[CH:5][CH:4]=[C:3]1[CH2:7][C:8]#[N:9]. Procedure: A solution of 30 g. of 1-methylpyrrole-2-acetonitrile and 60 g of p-toluoyl chloride in 200 ml of o-dichlorobenzene is refluxed under nitrogen for 4 hrs. The mixture is concentrated to near dryness, diluted with 250 ml. of methylene chloride, washed successively with an aqueous solution of dimethylaminopropylamine, dilute hydrochloric acid and potassium carbonate solution. Removal of the organic solvent leaves an oily residue which crystallizes in 80 ml of methanol to give 22.2 g (39%) of 1-meth... Starting materials: NC=1C(=CC(=C(C(=O)NC2=NC=CC(=C2)C(F)(F)F)C1)OC(F)F)[N+](=O)[O-] (5-Amino-2-difluoromethoxy-4-nitro-N-(4-trifluoromethyl-pyridin-2-yl)-benzamide). The reagents and catalysts are [Pd] (palladium on charcoal). The solvent is C1CCOC1 (THF), CO (methanol). The product is NC1=CC(=C(C(=O)NC2=NC=CC(=C2)C(F)(F)F)C=C1N)OC(F)F (4,5-Diamino-2-difluoromethoxy-N-(4-trifluoromethyl-pyridin-2-yl)-benzamide). Reaction SMILES: [NH2:1][C:2]1[C:3]([N+:25]([O-])=O)=[CH:4][C:5]([O:21][CH:22]([F:24])[F:23])=[C:6]([CH:20]=1)[C:7]([NH:9][C:10]1[CH:15]=[C:14]([C:16]([F:19])([F:18])[F:17])[CH:13]=[CH:12][N:11]=1)=[O:8]>[Pd].CO.C1COCC1>[NH2:25][C:3]1[C:2]([NH2:1])=[CH:20][C:6]([C:7]([NH:9][C:10]2[CH:15]=[C:14]([C:16]([F:19])([F:18])[F:17])[CH:13]=[CH:12][N:11]=2)=[O:8])=[C:5]([O:21][CH:22]([F:23])[F:24])[CH:4]=1. Procedure details: Prepared analogously to example 655d by hydrogenation of the product obtained from (702a) using palladium on charcoal in methanol and THF. Reactants: BrCC1=C(C(=C(C(=C1C)CBr)C)CBr)C (1,3,5-tris(bromomethyl)-2,4,6-trimethyl-benzene), NC1=NC(=CC=C1)N (2,6-diamino-pyridine), C(=O)([O-])[O-].[K+].[K+] (K2CO3). Solvent: CC#N (CH3CN). Reaction conditions: time 24 hour. The product is NC1=CC=CC(=N1)NCC1=C(C(=C(C(=C1C)CNC1=NC(=CC=C1)N)C)CNC1=NC(=CC=C1)N)C (1,3,5-Tris[(6-amino-pyridin-2-yl)aminomethyl]-2,4,6-trimethylbenzene). Yield: 60.0%. Reaction SMILES: Br[CH2:2][C:3]1[C:8]([CH3:9])=[C:7]([CH2:10]Br)[C:6]([CH3:12])=[C:5]([CH2:13]Br)[C:4]=1[CH3:15].[NH2:16][C:17]1[CH:22]=[CH:21][CH:20]=[C:19]([NH2:23])[N:18]=1.C([O-])([O-])=O.[K+].[K+]>CC#N>[NH2:23][C:19]1[N:18]=[C:17]([NH:16][CH2:2][C:3]2[C:8]([CH3:9])=[C:7]([CH2:10][NH:16][C:17]3[CH:22]=[CH:21][CH:20]=[C:19]([NH2:23])[N:18]=3)[C:6]([CH3:12])=[C:5]([CH2:13][NH:16][C:17]3[CH:22]=[CH:21][CH:20]=[C:19]([NH2:23])[N:18]=3)[C:4]=2[CH3:15])[CH:22]=[CH:21][CH:20]=1 |f:2.3.4|. Reported procedure: A mixture of 1,3,5-tris(bromomethyl)-2,4,6-trimethyl-benzene (0.72 g, 1.8 mmol), 2,6-diamino-pyridine (1.20 g, 11 mmol), and K2CO3 (0.79 g) in CH3CN (100 mL) was stirred at room temperature for 24 h and then heated under reflux for 2 h. After filtration of the reaction mixture and evaporation of CH3CN, the obtained powder was suspended in CHCl3. The suspension was filtrated, the chloroform solution was washed several times with water, dried, and the solvent was removed under reduced pressure. Th...